From a dataset of the Open Reaction Database (ORD), a public repository of structured organic reaction records. describe an organic reaction: reactants, conditions, products, and yield Starting materials: C(C1=CC=CC=C1)N1CCC(CC1)(OC1=CC=C(C=C1)C(F)(F)F)C1=CC=CC=C1 (1-benzyl-4-phenyl-4-(p-trifluoromethylphenoxy)piperidine), C1(=CC=CC=C1)OC(=O)Cl (phenylchloroformate), C1(=CC=CC=C1)C (toluene). Run in CCCCCC (hexane). The product is O(C1=CC=CC=C1)C(=O)N1CCC(CC1)(OC1=CC=C(C=C1)C(F)(F)F)C1=CC=CC=C1 (1-phenoxycarbonyl-4-phenyl-4-(p-trifluoromethylphenoxy)piperidine). Reaction SMILES: C([N:8]1[CH2:13][CH2:12][C:11]([C:25]2[CH:30]=[CH:29][CH:28]=[CH:27][CH:26]=2)([O:14][C:15]2[CH:20]=[CH:19][C:18]([C:21]([F:24])([F:23])[F:22])=[CH:17][CH:16]=2)[CH2:10][CH2:9]1)C1C=CC=CC=1.[C:31]1([O:37][C:38](Cl)=[O:39])[CH:36]=[CH:35][CH:34]=[CH:33][CH:32]=1.C1(C)C=CC=CC=1>CCCCCC>[O:37]([C:38]([N:8]1[CH2:9][CH2:10][C:11]([C:25]2[CH:26]=[CH:27][CH:28]=[CH:29][CH:30]=2)([O:14][C:15]2[CH:16]=[CH:17][C:18]([C:21]([F:22])([F:23])[F:24])=[CH:19][CH:20]=2)[CH2:12][CH2:13]1)=[O:39])[C:31]1[CH:36]=[CH:35][CH:34]=[CH:33][CH:32]=1. Reported procedure: A solution of 10.0 g of 1-benzyl-4-phenyl-4-(p-trifluoromethylphenoxy)piperidine and 4.1 g of phenylchloroformate in 100 ml. of toluene was refluxed for 17 hours. The toluene was removed under reduced pressure to give a colorless oil which when rubbed with a glass rod in the presence of hexane gave a white solid of 1-phenoxycarbonyl-4-phenyl-4-(p-trifluoromethylphenoxy)piperidine. Reactants: ClC1=CC=CC=C1 (chlorobenzene), 20b, C(C=C)#N.C1(CCCCC1)O (acrylonitrile cyclohexanol), S(O)(O)(=O)=O (sulfuric acid), NC(=S)N (thiourea). Run in O (water). Run at temperature 20 celsius, time 30 minute. The product is 33.9, C1(CCCCC1)NC(CCS)=O (N-cyclohexyl-3-mercaptopropionamide), ClC1=CC=CC=C1 (chlorobenzene). Isolated yield 72.4%. As a reaction SMILES: [C:1](#[N:4])[CH:2]=[CH2:3].[CH:5]1([OH:11])[CH2:10][CH2:9]CCC1.S(=O)(=O)(O)O.[Cl:17][C:18]1[CH:23]=[CH:22][CH:21]=[CH:20][CH:19]=1.NC(N)=[S:26]>O>[CH:1]1([NH:4][C:5](=[O:11])[CH2:10][CH2:9][SH:26])[CH2:23][CH2:18][CH2:19][CH2:3][CH2:2]1.[Cl:17][C:18]1[CH:23]=[CH:22][CH:21]=[CH:20][CH:19]=1 |f:0.1|. Procedure details: A pre-mix of acrylonitrile/cyclohexanol (13.3 g/25.1 g) and concentrated sulfuric acid (51.1 g) were added through two addition funnels into a flask containing chlorobenzene (60 g) at 45°-55° C. The mixture was then heated to 60°-70° C. for 3-5 hours and cooled to 20° C. when water (150 g) was added slowly. After 30 minutes stirring, thiourea (19 g) was added and the mixture brought to 60° C. for 1 hour. On cooling to 20° C., caustic (50%, 80 g) was added between 20b 60° C. C under nitrogen and ... Starting materials: Br, CO, Cc1ccc(C(=O)NC2CC2)cc1-c1ccc2c(C3CCN(C(=O)OC(C)(C)C)CC3)nncc2c1. Yields the product Cc1ccc(C(=O)NC2CC2)cc1-c1ccc2c(C3CCNCC3)nncc2c1. As a reaction SMILES: [BrH:37].[CH3:38][OH:39].[CH:1]1([NH:4][C:5](=[O:6])[c:7]2[cH:8][cH:9][c:10]([CH3:36])[c:11](-[c:13]3[cH:14][c:15]4[cH:16][n:17][n:18][c:19]([CH:23]5[CH2:24][CH2:25][N:26]([C:29]([O:30][C:31]([CH3:32])([CH3:33])[CH3:34])=[O:35])[CH2:27][CH2:28]5)[c:20]4[cH:21][cH:22]3)[cH:12]2)[CH2:2][CH2:3]1>>[CH:1]1([NH:4][C:5](=[O:6])[c:7]2[cH:8][cH:9][c:10]([CH3:36])[c:11](-[c:13]3[cH:14][c:15]4[cH:16][n:17][n:18][c:19]([CH:23]5[CH2:24][CH2:25][NH:26][CH2:27][CH2:28]5)[c:20]4[cH:21][cH:22]3)[cH:12]2)[CH2:2][CH2:3]1.